This data is from the Open Reaction Database (ORD), a public repository of structured organic reaction records. The task is: describe an organic reaction: reactants, conditions, products, and yield Starting materials: COc1ccc(CNc2cc(Cl)ncn2)cc1, CCOC(C)=O, COCCOCCOC, CCN(C(C)C)C(C)C, CC(C)OC(C)C, O=[N+]([O-])c1ccc(O)c(F)c1. The product is COc1ccc(CNc2cc(Oc3ccc([N+](=O)[O-])cc3F)ncn2)cc1. As a reaction SMILES: [CH3:1][O:2][c:3]1[cH:4][cH:5][c:6]([CH2:7][NH:8][c:9]2[n:10][cH:11][n:12][c:13]([Cl:15])[cH:14]2)[cH:16][cH:17]1.[CH3:45][CH2:46][O:47][C:48]([CH3:49])=[O:50].[CH3:51][O:52][CH2:53][CH2:54][O:55][CH2:56][CH2:57][O:58][CH3:59].[CH:29]([N:30]([CH2:31][CH3:32])[CH:33]([CH3:34])[CH3:35])([CH3:36])[CH3:37].[CH:38]([O:39][CH:40]([CH3:41])[CH3:42])([CH3:43])[CH3:44].[F:18][c:19]1[c:20]([OH:28])[cH:21][cH:22][c:23]([N+:25](=[O:26])[O-:27])[cH:24]1>>[CH3:1][O:2][c:3]1[cH:4][cH:5][c:6]([CH2:7][NH:8][c:9]2[n:10][cH:11][n:12][c:13]([O:28][c:20]3[c:19]([F:18])[cH:24][c:23]([N+:25](=[O:26])[O-:27])[cH:22][cH:21]3)[cH:14]2)[cH:16][cH:17]1. The reactants are C(C)=O (acetaldehyde), [O-]C#N.[Na+] (sodium cyanate), ClC1=CC(=C(C=C1)NN)F (4-chloro-2-fluorophenylhydrazine). The solvent is C(C)(C)(C)O.O (tert-butanol water), O (water), O (water), C(C)(C)(C)O.O (tert-butanol water). Reaction conditions: temperature 20 celsius, time 5 minute. The product is ClC1=CC(=C(C=C1)N1N=C(NC1=O)C)F (1-(4-chloro-2-fluorophenyl)-4,5-dihydro-3-methyl-1,2,4-triazol-5(1H)-one). Reaction SMILES: [Cl:1][C:2]1[CH:7]=[CH:6][C:5]([NH:8][NH2:9])=[C:4]([F:10])[CH:3]=1.[CH:11](=O)[CH3:12].[O-:14][C:15]#[N:16].[Na+]>C(O)(C)(C)C.O.O>[Cl:1][C:2]1[CH:7]=[CH:6][C:5]([N:8]2[C:15](=[O:14])[NH:16][C:11]([CH3:12])=[N:9]2)=[C:4]([F:10])[CH:3]=1 |f:2.3,4.5|. Reported procedure: A stirring solution of 80.3 grams (0.500 mole) of 4-chloro-2-fluorophenylhydrazine in 180 ml of tert-butanol/water (88/12) is cooled to 0° to 5° C., and a solution of 23.4 grams (0.525 mole) of acetaldehyde in 50 grams of tert-butanol/water (88/12) is added dropwise during a 20 minute period. Upon completion of addition, the reaction mixture is stirred for five minutes, and a slurry of 39.8 grams (91.5% pure-0.560 mole-12% molar excess) of sodium cyanate in 90 grams of water is added in one port... Starting materials: CCCN(CCC)c1ccccc1, CO, Cc1cccc(C2CC2)c1O, Cl, [K+], [OH-], Oc1cc(Cl)nnc1Cl. The product is Cc1cccc(C2CC2)c1Oc1nnc(Cl)cc1O. RXN SMILES: [CH2:21]([N:22]([CH2:23][CH2:24][CH3:25])[c:26]1[cH:27][cH:28][cH:29][cH:30][cH:31]1)[CH2:32][CH3:33].[CH3:37][OH:38].[CH:10]1([c:13]2[c:14]([OH:20])[c:15]([CH3:19])[cH:16][cH:17][cH:18]2)[CH2:11][CH2:12]1.[ClH:36].[K+:35].[OH-:34].[OH:1][c:2]1[c:3]([Cl:9])[n:4][n:5][c:6]([Cl:8])[cH:7]1>>[OH:1][c:2]1[c:3]([O:20][c:14]2[c:13]([CH:10]3[CH2:11][CH2:12]3)[cH:18][cH:17][cH:16][c:15]2[CH3:19])[n:4][n:5][c:6]([Cl:8])[cH:7]1.